describe an organic reaction: reactants, conditions, products, and yield From a dataset of the Open Reaction Database (ORD), a public repository of structured organic reaction records. Reactants: COC(=O)c1nc(Br)c2cccnc2c1O, CS(=O)(=O)c1ccccc1CN, CO. Yields the product CS(=O)(=O)c1ccccc1CNC(=O)c1nc(Br)c2cccnc2c1O. Reaction SMILES: [Br:1][c:2]1[c:3]2[cH:4][cH:5][cH:6][n:7][c:8]2[c:9]([OH:16])[c:10]([C:12]([O:14][CH3:13])=[O:15])[n:11]1.[CH3:17][S:18](=[O:19])(=[O:20])[c:21]1[c:22]([CH2:27][NH2:28])[cH:23][cH:24][cH:25][cH:26]1.[CH3:29][OH:30]>>[Br:1][c:2]1[c:3]2[cH:4][cH:5][cH:6][n:7][c:8]2[c:9]([OH:16])[c:10]([C:12](=[O:14])[NH:28][CH2:27][c:22]2[c:21]([S:18]([CH3:17])(=[O:19])=[O:20])[cH:26][cH:25][cH:24][cH:23]2)[n:11]1. Starting materials: [NH4+].[Cl-] (NH4Cl), Grignard reagent, BrC=1C=C(C(=O)N(C)OC)C=CN1 (2-bromo-N-methoxy-N-methyl-isonicotinamide), Mg, BrCCC(OC)OC (3-bromo-1,1-dimethoxy-propane), II (Iodine). The solvent is O (water), C1CCOC1 (THF), C1CCOC1 (THF), C1CCOC1 (THF). Run at time 2 hour. Product: BrC1=NC=CC(=C1)C(CCC(OC)OC)=O (1-(2-Bromo-pyridin-4-yl)-4,4-dimethyoxy-butane-1-one). Isolated yield 82.3%. RXN SMILES: II.Br[CH2:4][CH2:5][CH:6]([O:9][CH3:10])[O:7][CH3:8].[Br:11][C:12]1[CH:13]=[C:14]([CH:21]=[CH:22][N:23]=1)[C:15](N(OC)C)=[O:16].[NH4+].[Cl-]>C1COCC1.O>[Br:11][C:12]1[CH:13]=[C:14]([C:15](=[O:16])[CH2:4][CH2:5][CH:6]([O:9][CH3:10])[O:7][CH3:8])[CH:21]=[CH:22][N:23]=1 |f:3.4|. Procedure details: To a suspension of Mg (3.67 g, 153.01 mmol) in THF (40 mL) is added cat. Iodine, followed by a solution of 3-bromo-1,1-dimethoxy-propane (21.47 g, 117.30 mmol) in THF (40 mL). The mixture is stirred at room temperature for 2 h. Then the fresh prepared Grignard reagent is cooled down in an ice bath, and added to a solution of 2-bromo-N-methoxy-N-methyl-isonicotinamide (12.50 g, 51.00 mmol) in THF (50 mL) at 0° C. The mixture is warmed up to room temperature and stirred at this temperature for 2 h... Starting materials: BrC=1C(=NC(=CC1)Br)C (3,6-dibromo-2-methylpyridine), [Cu]C#N (copper (I) cyanide), [C-]#N.[Na+] (sodium cyanide), 1-L, CN(C=O)C (N,N-dimethylformamide). The solvent is C(C)O (ethanol). Reaction conditions: temperature 95 celsius, time 48 hour. Yields the product BrC=1C=CC(=NC1C)C#N (5-Bromo-6-methylpicolinonitrile). Yield: 66.4%. As a reaction SMILES: [Br:1][C:2]1[C:3]([CH3:9])=[N:4][C:5](Br)=[CH:6][CH:7]=1.[Cu][C:11]#[N:12].[C-]#N.[Na+].CN(C)C=O>C(O)C>[Br:1][C:2]1[CH:7]=[CH:6][C:5]([C:11]#[N:12])=[N:4][C:3]=1[CH3:9] |f:2.3|. Procedure details: A 1-L, three-neck, round-bottom flask equipped with a mechanical stirrer and a nitrogen inlet was charged with 3,6-dibromo-2-methylpyridine (150 g, 0.59 mol), copper (I) cyanide (42.8 g, 0.47 mol) and sodium cyanide (23 g, 0.47 mol). To the mixture was added N,N-dimethylformamide (300 mL). The mixture was heated to 95° C. and stirred for 48 h. The reaction mixture was cooled to ambient temperature and poured into ethanol (3 L) while stirring. The mixture was filtered through a pad of Celite, the... Starting materials: N=1N(N=CC1)C=1C=C(C=CC1)NC1=C(N=CC(=N1)N[C@H]1[C@H](CCCC1)NC(OC(C)(C)C)=O)C#N (tert-butyl (1S,2R)-2-(6-(3-(2H-1,2,3-triazol-2-yl)phenylamino)-5-cyanopyrazin-2-ylamino)cyclohexylcarbamate). Solvent: C(=O)(C(F)(F)F)O (TFA). Run at time 2 hour. The product is N=1N(N=CC1)C=1C=C(C=CC1)NC=1C(=NC=C(N1)N[C@H]1[C@H](CCCC1)N)C#N (3-(3-(2H-1,2,3-triazol-2-yl)phenylamino)-5-((1R,2S)-2-aminocyclohexylamino)pyrazine-2-carbonitrile). The yield is 20.9%. As a reaction SMILES: [N:1]1[N:2]([C:6]2[CH:7]=[C:8]([NH:12][C:13]3[N:18]=[C:17]([NH:19][C@@H:20]4[CH2:25][CH2:24][CH2:23][CH2:22][C@@H:21]4[NH:26]C(=O)OC(C)(C)C)[CH:16]=[N:15][C:14]=3[C:34]#[N:35])[CH:9]=[CH:10][CH:11]=2)[N:3]=[CH:4][CH:5]=1>C(O)(C(F)(F)F)=O>[N:1]1[N:2]([C:6]2[CH:7]=[C:8]([NH:12][C:13]3[C:14]([C:34]#[N:35])=[N:15][CH:16]=[C:17]([NH:19][C@@H:20]4[CH2:25][CH2:24][CH2:23][CH2:22][C@@H:21]4[NH2:26])[N:18]=3)[CH:9]=[CH:10][CH:11]=2)[N:3]=[CH:4][CH:5]=1. Reported procedure: A solution of 3,5-dichloropyrazine-2-carbonitrile (100 mg, 0.574 mmol), tert-butyl (1S,2R)-2-aminocyclohexylcarbamate (123 mg, 0.574 mmol) and DIEA (0.150 mL, 0.862 mmol) in NMP (3 mL) was stirred at room temperature for 20 h. HOAc (0.3 mL) was added. Then, water was added to induce precipitation. The precipitate was collected, dried on vacuum to give tert-butyl (1S,2R)-2-(6-chloro-5-cyanopyrazin-2-ylamino)cyclohexylcarbamate (165 mg). A mixture of tert-butyl (1S,2R)-2-(6-chloro-5-cyanopyrazin-2... RXN SMILES: [Cl:1][C:2]1[CH:13]=[CH:12][C:5](/[CH:6]=[CH:7]/[C:8]([O:10]C)=[O:9])=[C:4]([NH:14][C:15](OCC)=O)[CH:3]=1.Br.BrC[C:23]([C:25]1[N:26]([CH3:30])[CH:27]=[CH:28][N:29]=1)=[O:24]>>[Cl:1][C:2]1[CH:3]=[C:4]2[C:5]([C:6]([CH2:7][C:8]([OH:10])=[O:9])=[C:15]([C:23]([C:25]3[N:26]([CH3:30])[CH:27]=[CH:28][N:29]=3)=[O:24])[NH:14]2)=[CH:12][CH:13]=1 |f:1.2|. Starting materials: ClC1=CC(=C(/C=C/C(=O)OC)C=C1)NC(=O)OCC (methyl trans-4-chloro-2-(ethoxycarbonylamino)cinnamate), Br.BrCC(=O)C=1N(C=CN1)C (2-bromoacetyl-1-methylimidazole hydrobromide). Yields the product ClC1=CC=C2C(=C(NC2=C1)C(=O)C=1N(C=CN1)C)CC(=O)O ([6-Chloro-2-(1-methylimidazole-2-carbonyl)-1H-indol-3-yl]acetic Acid). Procedure: The title compound was prepared according to the procedure described in step 2 of Example 31 from methyl trans-4-chloro-2-(ethoxycarbonylamino)cinnamate (Example 31, step 1) and 2-bromoacetyl-1-methylimidazole hydrobromide.* The reactants are N[C@@H](C)C(=O)N1[C@@H](CC2CCCCC12)C(=O)O ((2S)-1-[(S)-alanyl]-2-carboxyperhydroindole), C(C)OC(=O)C(C)SCC(C(=O)OCC)=O (ethyl [(1RS)-1-ethoxycarbonylethylthio]-pyruvate), C(#N)[BH3-].[Na+] (sodium cyanoborohydride). Run in C(C)O (ethanol), C(C)O (ethanol). Run at time 45 minute. Product: C(C)OC(=O)C(C)SCC(C(=O)OCC)N[C@@H](C)C(=O)N1[C@@H](CC2CCCCC12)C(=O)O ((2S)-1-{N-[2-((1RS)-1-ethoxycarbonylethylthio)-(1RS)-1-ethoxycarbonylethyl]-(S)-alanyl}-2-carboxyperhydroindole). RXN SMILES: [NH2:1][C@H:2]([C:4]([N:6]1[CH:14]2[CH:9]([CH2:10][CH2:11][CH2:12][CH2:13]2)[CH2:8][C@H:7]1[C:15]([OH:17])=[O:16])=[O:5])[CH3:3].[CH2:18]([O:20][C:21]([CH:23]([S:25][CH2:26][C:27](=O)[C:28]([O:30][CH2:31][CH3:32])=[O:29])[CH3:24])=[O:22])[CH3:19].C([BH3-])#N.[Na+]>C(O)C>[CH2:18]([O:20][C:21]([CH:23]([S:25][CH2:26][CH:27]([NH:1][C@H:2]([C:4]([N:6]1[CH:14]2[CH:9]([CH2:10][CH2:11][CH2:12][CH2:13]2)[CH2:8][C@H:7]1[C:15]([OH:17])=[O:16])=[O:5])[CH3:3])[C:28]([O:30][CH2:31][CH3:32])=[O:29])[CH3:24])=[O:22])[CH3:19] |f:2.3|. Reported procedure: 1 g (4.17 m mols) of (2S)-1-[(S)-alanyl]-2-carboxyperhydroindole, prepared as described in Example 3, Step F, and 4.72 g (19 m mols) of ethyl [(1RS)-1-ethoxycarbonylethylthio]-pyruvate are dissolved in 50 ml of anhydrous ethanol in the presence of 15 g of molecular sieve 4 Å. After 45 minutes' stirring at room temperature, 0.25 g of sodium cyanoborohydride in solution in 2.25 ml of anhydrous ethanol are added within 6 hours. Starting materials: N([C@@H](CC1=CC=C(C=C1)O)C(=O)N[C@@H](CO)C(=O)N[C@@H](CC(C)C)C(=O)N[C@@H](CO)C(=O)N[C@@H]([C@H](O)C)C(=O)N[C@@H](CC(N)=O)C(=O)N[C@@H](CC(C)C)C(=O)N[C@@H](CCC(N)=O)C(=O)N[C@@H](CCC(O)=O)C(=O)N[C@@H](CO)C(=O)N[C@@H](CC(C)C)C(=O)N[C@@H](CCCNC(N)=N)C(=O)N[C@@H](CO)C(=O)N[C@@H](CCCCNS(=O)(=O)C1=CC=C(C)C=C1)C(=O)N[C@@H](CCC(O)=O)C(=O)O)C(=O)OCC1=CC=CC=C1 (Z-Tyr-Ser-Leu-Ser-Thr-Asn-Leu-Gln-Glu-Ser-Leu-Arg-Ser-Lys(Tos)-Glu-OH). Solvent: N (ammonia). The product is N[C@@H](CC1=CC=C(C=C1)O)C(=O)N[C@@H](CO)C(=O)N[C@@H](CC(C)C)C(=O)N[C@@H](CO)C(=O)N[C@@H]([C@H](O)C)C(=O)N[C@@H](CC(N)=O)C(=O)N[C@@H](CC(C)C)C(=O)N[C@@H](CCC(N)=O)C(=O)N[C@@H](CCC(O)=O)C(=O)N[C@@H](CO)C(=O)N[C@@H](CC(C)C)C(=O)N[C@@H](CCCNC(N)=N)C(=O)N[C@@H](CO)C(=O)N[C@@H](CCCCN)C(=O)N[C@@H](CCC(O)=O)C(=O)O (H-Tyr-Ser-Leu-Ser-Thr-Asn-Leu-Gln-Glu-Ser-Leu-Arg-Ser-Lys-Glu-OH). RXN SMILES: [NH:1](C(OCC1C=CC=CC=1)=O)[C@H:2]([C:11]([NH:13][C@H:14]([C:17]([NH:19][C@H:20]([C:25]([NH:27][C@H:28]([C:31]([NH:33][C@H:34]([C:38]([NH:40][C@H:41]([C:46]([NH:48][C@H:49]([C:54]([NH:56][C@H:57]([C:63]([NH:65][C@H:66]([C:72]([NH:74][C@H:75]([C:78]([NH:80][C@H:81]([C:86]([NH:88][C@H:89]([C:97]([NH:99][C@H:100]([C:103]([NH:105][C@H:106]([C:122]([NH:124][C@H:125]([C:131]([OH:133])=[O:132])[CH2:126][CH2:127][C:128](=[O:130])[OH:129])=[O:123])[CH2:107][CH2:108][CH2:109][CH2:110][NH:111]S(C1C=CC(C)=CC=1)(=O)=O)=[O:104])[CH2:101][OH:102])=[O:98])[CH2:90][CH2:91][CH2:92][NH:93][C:94](=[NH:96])[NH2:95])=[O:87])[CH2:82][CH:83]([CH3:85])[CH3:84])=[O:79])[CH2:76][OH:77])=[O:73])[CH2:67][CH2:68][C:69](=[O:71])[OH:70])=[O:64])[CH2:58][CH2:59][C:60](=[O:62])[NH2:61])=[O:55])[CH2:50][CH:51]([CH3:53])[CH3:52])=[O:47])[CH2:42][C:43](=[O:45])[NH2:44])=[O:39])[C@@H:35]([CH3:37])[OH:36])=[O:32])[CH2:29][OH:30])=[O:26])[CH2:21][CH:22]([CH3:24])[CH3:23])=[O:18])[CH2:15][OH:16])=[O:12])[CH2:3][C:4]1[CH:9]=[CH:8][C:7]([OH:10])=[CH:6][CH:5]=1>N>[NH2:1][C@H:2]([C:11]([NH:13][C@H:14]([C:17]([NH:19][C@H:20]([C:25]([NH:27][C@H:28]([C:31]([NH:33][C@H:34]([C:38]([NH:40][C@H:41]([C:46]([NH:48][C@H:49]([C:54]([NH:56][C@H:57]([C:63]([NH:65][C@H:66]([C:72]([NH:74][C@H:75]([C:78]([NH:80][C@H:81]([C:86]([NH:88][C@H:89]([C:97]([NH:99][C@H:100]([C:103]([NH:105][C@H:106]([C:122]([NH:124][C@H:125]([C:131]([OH:133])=[O:132])[CH2:126][CH2:127][C:128](=[O:129])[OH:130])=[O:123])[CH2:107][CH2:108][CH2:109][CH2:110][NH2:111])=[O:104])[CH2:101][OH:102])=[O:98])[CH2:90][CH2:91][CH2:92][NH:93][C:94](=[NH:95])[NH2:96])=[O:87])[CH2:82][CH:83]([CH3:85])[CH3:84])=[O:79])[CH2:76][OH:77])=[O:73])[CH2:67][CH2:68][C:69](=[O:70])[OH:71])=[O:64])[CH2:58][CH2:59][C:60](=[O:62])[NH2:61])=[O:55])[CH2:50][CH:51]([CH3:53])[CH3:52])=[O:47])[CH2:42][C:43](=[O:45])[NH2:44])=[O:39])[C@@H:35]([CH3:37])[OH:36])=[O:32])[CH2:29][OH:30])=[O:26])[CH2:21][CH:22]([CH3:23])[CH3:24])=[O:18])[CH2:15][OH:16])=[O:12])[CH2:3][C:4]1[CH:5]=[CH:6][C:7]([OH:10])=[CH:8][CH:9]=1. Reported procedure: Z-Tyr-Ser-Leu-Ser-Thr-Asn-Leu-Gln-Glu-Ser-Leu-Arg-Ser-Lys(Tos)-Glu-OH was dissolved in liquid ammonia previously dried with metallic sodium, then small pieces of metallic sodium were added to the solution with stirring until the color of the reaction mixture is changed to blue and kept it for 30 seconds to 1 minute. Further, crystals of NH4Cl were added to the reaction mixture to neutralize an excess metallic sodium, after ammonia was completely removed by distillation at a room temperature, the... The reactants are CI (methyl iodide), CC1=NN=C2N1N=C(C=C2)C=2C=C(C=CC2)NC(C)=O (N-[3-(3-methyl-1,2,4-triazolo[4,3-b]pyridazin-6-yl)phenyl]acetamide), CN(C=O)C (dimethylformamide), [H-].[Na+] (sodium hydride). The solvent is O (water). Conditions: time 1 hour. Product: CN(C(C)=O)C1=CC(=CC=C1)C=1C=CC=2N(N1)C(=NN2)C (N-Methyl-N-[3-(3-methyl-1,2,4-triazolo[4,3-b]pyridazin-6-yl)phenyl]acetamid). RXN SMILES: [CH3:1][C:2]1[N:6]2[N:7]=[C:8]([C:11]3[CH:12]=[C:13]([NH:17][C:18](=[O:20])[CH3:19])[CH:14]=[CH:15][CH:16]=3)[CH:9]=[CH:10][C:5]2=[N:4][N:3]=1.[CH3:21]N(C)C=O.[H-].[Na+].CI>O>[CH3:21][N:17]([C:13]1[CH:14]=[CH:15][CH:16]=[C:11]([C:8]2[CH:9]=[CH:10][C:5]3[N:6]([C:2]([CH3:1])=[N:3][N:4]=3)[N:7]=2)[CH:12]=1)[C:18](=[O:20])[CH3:19] |f:2.3|. Procedure: A 12.5 g portion of N-[3-(3-methyl-1,2,4-triazolo[4,3-b]pyridazin-6-yl)phenyl]acetamide was added to 500 ml of dimethylformamide under argon. A 2.47 g portion of sodium hydride (50% in oil) was added, this mixture was stirred one hour, then 3.2 ml of methyl iodide was added. This mixture was stirred for 2.5 days, then poured into 1.5 liters of water and extracted with 150 ml portions of dichloromethane. The extracts were combined, dried and concentrated in vacuo. The residue was chromatographed ...